From a dataset of the Open Reaction Database (ORD), a public repository of structured organic reaction records. describe an organic reaction: reactants, conditions, products, and yield Reactants: CC(=O)O, CCC1(N=[N+]=[N-])C(=O)NC(=O)N(C2CCCCC2)C1=O, CCC1(N)C(=O)NC(=O)N(C2CCCCC2)C1=O, O=C1OC(=O)c2ccccc21. Yields the product CCC1(N2C(=O)c3ccccc3C2=O)C(=O)NC(=O)N(C2CCCCC2)C1=O. As a reaction SMILES: [CH3:50][C:51](=[O:52])[OH:53].[N:19]([C:20]1([CH2:21][CH3:22])[C:23](=[O:24])[N:25]([CH:26]2[CH2:27][CH2:28][CH2:29][CH2:30][CH2:31]2)[C:32](=[O:33])[NH:34][C:35]1=[O:36])=[N+:37]=[N-:38].[NH2:1][C:2]1([CH2:17][CH3:18])[C:3](=[O:16])[NH:4][C:5](=[O:15])[N:6]([CH:9]2[CH2:10][CH2:11][CH2:12][CH2:13][CH2:14]2)[C:7]1=[O:8].[O:39]=[C:40]1[O:41][C:42](=[O:43])[c:44]2[cH:45][cH:46][cH:47][cH:48][c:49]21>>[N:1]1([C:2]2([CH2:17][CH3:18])[C:3](=[O:16])[NH:4][C:5](=[O:15])[N:6]([CH:9]3[CH2:10][CH2:11][CH2:12][CH2:13][CH2:14]3)[C:7]2=[O:8])[C:40](=[O:39])[c:49]2[c:44]([cH:45][cH:46][cH:47][cH:48]2)[C:42]1=[O:41]. Reactants: CS(C)=O, FC1(F)Oc2ccc(CCl)cc2O1, N#C[Na]. Yields the product N#CCc1ccc2c(c1)OC(F)(F)O2. Reaction SMILES: [CH3:17][S:18]([CH3:19])=[O:20].[Cl:1][CH2:2][c:3]1[cH:4][c:5]2[c:6]([cH:12][cH:13]1)[O:7][C:8]([F:10])([F:11])[O:9]2.[Na:14][C:15]#[N:16]>>[CH2:2]([c:3]1[cH:4][c:5]2[c:6]([cH:12][cH:13]1)[O:7][C:8]([F:10])([F:11])[O:9]2)[C:15]#[N:16]. The reactants are CCOC(C)=O, COC(=O)c1sc(Nc2ccc(OC(F)(F)F)cc2[N+](=O)[O-])cc1OC(C)c1ccccc1Cl. Yields the product COC(=O)c1sc(Nc2ccc(OC(F)(F)F)cc2N)cc1OC(C)c1ccccc1Cl. RXN SMILES: [CH3:35][CH2:36][O:37][C:38]([CH3:39])=[O:40].[Cl:1][c:2]1[c:3]([CH:8]([CH3:9])[O:10][c:11]2[c:12]([C:31](=[O:32])[O:33][CH3:34])[s:13][c:14]([NH:16][c:17]3[c:18]([N+:28]([O-:29])=[O:30])[cH:19][c:20]([O:23][C:24]([F:25])([F:26])[F:27])[cH:21][cH:22]3)[cH:15]2)[cH:4][cH:5][cH:6][cH:7]1>>[Cl:1][c:2]1[c:3]([CH:8]([CH3:9])[O:10][c:11]2[c:12]([C:31](=[O:32])[O:33][CH3:34])[s:13][c:14]([NH:16][c:17]3[c:18]([NH2:28])[cH:19][c:20]([O:23][C:24]([F:25])([F:26])[F:27])[cH:21][cH:22]3)[cH:15]2)[cH:4][cH:5][cH:6][cH:7]1.